From a dataset of the Open Reaction Database (ORD), a public repository of structured organic reaction records. describe an organic reaction: reactants, conditions, products, and yield Reactants: 10C, Cl (hydrochloric acid), C(CC(=O)C)(=O)OCC (Ethyl acetoacetate), C(#N)CC(=O)OCC (ethyl cyanoacetate), CC(C)(CN)CO (neo-pentanolamine). The solvent is O (water), O (water). Yields the product C(#N)C=1C(N(C(=CC1C)O)CC(CO)(C)C)=O (3-cyano-1-(3-hydroxy-2,2-dimethylpropyl)-6-hydroxy-4-methylpyrid-2-one). RXN SMILES: [C:1]([O:7]CC)(=O)[CH2:2][C:3]([CH3:5])=O.[C:10]([CH2:12][C:13](OCC)=[O:14])#[N:11].[CH3:18][C:19]([CH2:23][OH:24])([CH2:21][NH2:22])[CH3:20].Cl>O>[C:10]([C:12]1[C:13](=[O:14])[N:22]([CH2:21][C:19]([CH3:20])([CH3:18])[CH2:23][OH:24])[C:1]([OH:7])=[CH:2][C:3]=1[CH3:5])#[N:11]. Procedure details: Ethyl acetoacetate (13 g) and ethyl cyanoacetate (11.3 g) were added sequentially to a mixture of neo-pentanolamine (25.7 g) and water (5 cm3) keeping the temperature <10C. The mixture was then refluxed for 16 hrs before drowning into water (50 cm3). The aqueous solution was acidified with hydrochloric acid. The pinkish coloured solid which precipitated on stirring for several hours was isolated by filtration, washed with water and dried under reduced pressure. Yield -13.1 g Starting materials: ClCCl, O=C(O)C(F)(F)F, CCCCCNc1nc(N)nc(C)c1CCCNC(=O)OC(C)(C)C. Product: CCCCCNc1nc(N)nc(C)c1CCCN. RXN SMILES: [Cl:33][CH2:34][Cl:35].[F:26][C:27]([F:28])([F:29])[C:30]([OH:31])=[O:32].[NH2:1][c:2]1[n:3][c:4]([NH:20][CH2:21][CH2:22][CH2:23][CH2:24][CH3:25])[c:5]([CH2:9][CH2:10][CH2:11][NH:12][C:13](=[O:14])[O:15][C:16]([CH3:17])([CH3:18])[CH3:19])[c:6]([CH3:8])[n:7]1>>[NH2:1][c:2]1[n:3][c:4]([NH:20][CH2:21][CH2:22][CH2:23][CH2:24][CH3:25])[c:5]([CH2:9][CH2:10][CH2:11][NH2:12])[c:6]([CH3:8])[n:7]1. The reactants are C(C)(C)(C)OC(C[C@@H](NS(=O)(=O)C)C1=CC=C(C=C1)NC(CC1=CC(=C(C=C1)NC(=O)NC1=C(C=CC=C1)C)OC)=O)=O ((R)-3-(4-{3-methoxy-4-[3-(2-methylphenyl)ureido]phenylacetylamino}phenyl)-3-(methanesulphonylamino)-propanoic acid tert-butyl ester). Run in FC(C(=O)O)(F)F (trifluoroacetic acid). Conditions: time 30 minute. Yields the product COC=1C=C(C=CC1NC(=O)NC1=C(C=CC=C1)C)CC(=O)NC1=CC=C(C=C1)[C@@H](CC(=O)O)NS(=O)(=O)C ((R)-3-(4-{3-Methoxy-4-[3-(2-methylphenyl)ureido]phenylacetylamino}phenyl)-3-(methanesulphonylamino)-propanoic acid). Isolated yield 84.1%. RXN SMILES: C([O:5][C:6](=[O:43])[CH2:7][C@H:8]([C:14]1[CH:19]=[CH:18][C:17]([NH:20][C:21](=[O:42])[CH2:22][C:23]2[CH:28]=[CH:27][C:26]([NH:29][C:30]([NH:32][C:33]3[CH:38]=[CH:37][CH:36]=[CH:35][C:34]=3[CH3:39])=[O:31])=[C:25]([O:40][CH3:41])[CH:24]=2)=[CH:16][CH:15]=1)[NH:9][S:10]([CH3:13])(=[O:12])=[O:11])(C)(C)C>FC(F)(F)C(O)=O>[CH3:41][O:40][C:25]1[CH:24]=[C:23]([CH2:22][C:21]([NH:20][C:17]2[CH:18]=[CH:19][C:14]([C@H:8]([NH:9][S:10]([CH3:13])(=[O:11])=[O:12])[CH2:7][C:6]([OH:43])=[O:5])=[CH:15][CH:16]=2)=[O:42])[CH:28]=[CH:27][C:26]=1[NH:29][C:30]([NH:32][C:33]1[CH:38]=[CH:37][CH:36]=[CH:35][C:34]=1[CH3:39])=[O:31]. Procedure details: (R)-3-(4-{3-methoxy-4-[3-(2-methylphenyl)ureido]phenylacetylamino}phenyl)-3-(methanesulphonylamino)-propanoic acid tert-butyl ester [55 mg, Reference Example 6(a)] was dissolved in anhydrous trifluoroacetic acid (2 ml) and allowed to stand at ambient temperature for 30 minutes. The reaction mixture was evaporated and the residue was triturated with diethyl ether to yield the title compound (42 mg) as an amorphous white solid. MS: MH+ 555. [Elemental analysis:—C, 55.3; H, 5.1; N, 9.2%. Calculated... Reactants: C1CCOC1, C[O-], COC1=CCCC(=O)C1C(C)C, [Na+], [Na+], [Na+], O=P([O-])([O-])O. Product: COC1=C(C(C)C)C(=O)CCC1. Reaction SMILES: [CH2:23]1[O:24][CH2:25][CH2:26][CH2:27]1.[CH3:13][O-:14].[CH:1]([CH3:2])([CH3:3])[CH:4]1[C:5](=[O:12])[CH2:6][CH2:7][CH:8]=[C:9]1[O:10][CH3:11].[Na+:15].[Na+:21].[Na+:22].[P:16]([O-:17])([O-:18])([OH:19])=[O:20]>>[CH:1]([CH3:2])([CH3:3])[C:4]1=[C:9]([O:10][CH3:11])[CH2:8][CH2:7][CH2:6][C:5]1=[O:12].